This data is from the Open Reaction Database (ORD), a public repository of structured organic reaction records. The task is: describe an organic reaction: reactants, conditions, products, and yield Starting materials: CC(=O)Nc1ccc(Br)c(C(F)(F)F)c1C, O=C([O-])[O-], CCO, CCOC(C)=O, Cl, [K+], [K+], O. The product is Cc1c(N)ccc(Br)c1C(F)(F)F. RXN SMILES: [Br:1][c:2]1[c:3]([C:13]([F:14])([F:15])[F:16])[c:4]([CH3:12])[c:5]([NH:8][C:9](=[O:10])[CH3:11])[cH:6][cH:7]1.[C:21](=[O:22])([O-:23])[O-:24].[CH3:17][CH2:18][OH:19].[CH3:28][CH2:29][O:30][C:31](=[O:32])[CH3:33].[ClH:20].[K+:25].[K+:26].[OH2:27]>>[Br:1][c:2]1[c:3]([C:13]([F:14])([F:15])[F:16])[c:4]([CH3:12])[c:5]([NH2:8])[cH:6][cH:7]1. The yield is 79.7%. Reaction conditions: temperature 140 celsius. As a reaction SMILES: [Cl:1][C:2]1[C:3]2[NH:10][CH:9]=[CH:8][C:4]=2[N:5]=[CH:6][N:7]=1.[Cl:11][C:12]1[CH:13]=[C:14]([CH:16]=[CH:17][C:18]=1[O:19][CH2:20][C:21]1[CH:26]=[CH:25][CH:24]=[C:23]([F:27])[CH:22]=1)[NH2:15]>CN1CCCC1=O.C(OCC)(=O)C>[ClH:1].[Cl:11][C:12]1[CH:13]=[C:14]([NH:15][C:2]2[C:3]3[NH:10][CH:9]=[CH:8][C:4]=3[N:5]=[CH:6][N:7]=2)[CH:16]=[CH:17][C:18]=1[O:19][CH2:20][C:21]1[CH:26]=[CH:25][CH:24]=[C:23]([F:27])[CH:22]=1 |f:4.5|. Run in CN1C(CCC1)=O (1-methyl-2-pyrrolidone), C(C)(=O)OCC (ethyl acetate). The reactants are ClC=1C2=C(N=CN1)C=CN2 (4-Chloro-5H-pyrrolo[3,2-d]pyrimidine), ClC=1C=C(N)C=CC1OCC1=CC(=CC=C1)F (3-chloro-4-[(3-fluorobenzyl)oxy]aniline). Reported procedure: 4-Chloro-5H-pyrrolo[3,2-d]pyrimidine (770 mg) and 3-chloro-4-[(3-fluorobenzyl)oxy]aniline (2.52 g) were dissolved in 1-methyl-2-pyrrolidone (10 mL), and the mixture was stirred with heating at 140° C. for 2.5 hrs. After cooling to room temperature, the mixture was diluted with ethyl acetate (300 mL), and stirred at room temperature for 1 hr. The precipitated powder was collected by filtration, washed with ethyl acetate (30 mL), and dried under reduced pressure to give the title compound (1.62 g)... The product is Cl.ClC=1C=C(C=CC1OCC1=CC(=CC=C1)F)NC=1C2=C(N=CN1)C=CN2 (N-{3-chloro-4-[(3-fluorobenzyl)oxy]phenyl}-5H-pyrrolo[3,2-d]pyrimidin-4-amine hydrochloride).